Dataset: the Open Reaction Database (ORD), a public repository of structured organic reaction records. Task: describe an organic reaction: reactants, conditions, products, and yield Reactants: N1CCC2(CC1)CSC1=C(O2)C2=CC=CC=C2C(C1=O)=O (spiro[naphtho[1,2-b][1,4]oxathiine-2,4′-piperidine]-5,6-dione), ClC=1C=C(C=CC1)S(=O)(=O)Cl (3-chlorobenzenesulfonyl chloride), 400. Yields the product ClC=1C=C(C=CC1)S(=O)(=O)N1CCC2(CC1)CSC1=C(O2)C2=CC=CC=C2C(C1=O)=O (1′-[(3-chlorophenyl)sulfonyl]spiro[naphtho[1,2-b][1,4]oxathiine-2,4′-piperidine]-5,6-dione). As a reaction SMILES: [NH:1]1[CH2:6][CH2:5][C:4]2([O:11][C:10]3[C:12]4[C:17]([C:18](=[O:21])[C:19](=[O:20])[C:9]=3[S:8][CH2:7]2)=[CH:16][CH:15]=[CH:14][CH:13]=4)[CH2:3][CH2:2]1.[Cl:22][C:23]1[CH:24]=[C:25]([S:29](Cl)(=[O:31])=[O:30])[CH:26]=[CH:27][CH:28]=1>>[Cl:22][C:23]1[CH:24]=[C:25]([S:29]([N:1]2[CH2:2][CH2:3][C:4]3([O:11][C:10]4[C:12]5[C:17]([C:18](=[O:21])[C:19](=[O:20])[C:9]=4[S:8][CH2:7]3)=[CH:16][CH:15]=[CH:14][CH:13]=5)[CH2:5][CH2:6]2)(=[O:31])=[O:30])[CH:26]=[CH:27][CH:28]=1. Reported procedure: Compound 82 was synthesized using spiro[naphtho[1,2-b][1,4]oxathiine-2,4′-piperidine]-5,6-dione, 3-chlorobenzenesulfonyl chloride and conditions outlined in procedure P. M.p.=255-256° C.; 400 1H NMR (DMSO-d6) δ: 7.98-7.9 (m, 1H), 7.89-7.82 (m, 1H), 7.8-7.7 (m, 3H), 7.58-7.4 (m, 2H), 7.3 (d, J=7.6 Hz, 1H), 3.65-3.58 (m, 2H), 3.1 (s, 2H), 2.6-2.5 (m, 2H), 2.15-2.05 (m, 2H), 1.95-1.84 (m, 2H) LCMS: 476 [M+H]. The reactants are OCC=1C(=NC(=CC1C1=CC(=CC=C1)[N+](=O)[O-])C1=CC=CC=C1)C (3-hydroxymethyl-2-methyl-4-(3-nitrophenyl)-6-phenylpyridine), P(Br)(Br)Br (phosphorus tribromide), C([O-])([O-])=O.[K+].[K+] (potassium carbonate). Solvent: O1CCCC1 (tetrahydrofuran), O1CCCC1 (tetrahydrofuran). Run at time 1.5 hour. The product is BrCC=1C(=NC(=CC1C1=CC(=CC=C1)[N+](=O)[O-])C1=CC=CC=C1)C (3-bromomethyl-2-methyl-4-(3-nitrophenyl)-6-phenylpyridine). The yield is 37.2%. As a reaction SMILES: P(Br)(Br)[Br:2].O[CH2:6][C:7]1[C:8]([CH3:28])=[N:9][C:10]([C:22]2[CH:27]=[CH:26][CH:25]=[CH:24][CH:23]=2)=[CH:11][C:12]=1[C:13]1[CH:18]=[CH:17][CH:16]=[C:15]([N+:19]([O-:21])=[O:20])[CH:14]=1.C(=O)([O-])[O-].[K+].[K+]>O1CCCC1>[Br:2][CH2:6][C:7]1[C:8]([CH3:28])=[N:9][C:10]([C:22]2[CH:27]=[CH:26][CH:25]=[CH:24][CH:23]=2)=[CH:11][C:12]=1[C:13]1[CH:18]=[CH:17][CH:16]=[C:15]([N+:19]([O-:21])=[O:20])[CH:14]=1 |f:2.3.4|. Procedure: To a solution of phosphorus tribromide (0.93 g) in tetrahydrofuran (10 ml) was dropwise added a suspension of 3-hydroxymethyl-2-methyl-4-(3-nitrophenyl)-6-phenylpyridine (1.65 g) in tetrahydrofuran (10 ml) at 5-10° C. After stirring for 1.5 hours at the same temperature, the reaction mixture was poured into icewater (20 ml), adjusted to pH 9.5 with saturated aqueous potassium carbonate and extracted with ethyl acetate (40 ml). The organic layer was washed with saturated aqueous sodium chloride, ... Product: COC(=O)c1cc(OCCc2nc(-c3ccccc3)oc2C)no1. RXN SMILES: [CH2:26]([P:27]([CH2:28][CH2:29][CH2:30][CH3:31])[CH2:32][CH2:33][CH2:34][CH3:35])[CH2:36][CH2:37][CH3:38].[CH3:1][c:2]1[c:3]([CH2:13][CH2:14][OH:15])[n:4][c:5](-[c:7]2[cH:8][cH:9][cH:10][cH:11][cH:12]2)[o:6]1.[N:39]([C:40]([N:41]1[CH2:42][CH2:43][CH2:44][CH2:45][CH2:46]1)=[O:47])=[N:48][C:49]([N:50]1[CH2:51][CH2:52][CH2:53][CH2:54][CH2:55]1)=[O:56].[O:57]1[CH2:58][CH2:59][CH2:60][CH2:61]1.[OH:16][c:17]1[n:18][o:19][c:20]([C:22](=[O:23])[O:24][CH3:25])[cH:21]1>>[CH3:1][c:2]1[c:3]([CH2:13][CH2:14][O:15][c:17]2[n:18][o:19][c:20]([C:22](=[O:23])[O:24][CH3:25])[cH:21]2)[n:4][c:5](-[c:7]2[cH:8][cH:9][cH:10][cH:11][cH:12]2)[o:6]1. The reactants are CCCCP(CCCC)CCCC, Cc1oc(-c2ccccc2)nc1CCO, O=C(N=NC(=O)N1CCCCC1)N1CCCCC1, C1CCOC1, COC(=O)c1cc(O)no1. Starting materials: COc1ccc(C2=C(Br)C(=O)C(C)(C)O2)cc1, O=C([O-])[O-], CC1(C)OB(c2ccc(OCc3ccc4ccccc4n3)cc2)OC1(C)C, Cc1ccccc1, [Cs+], [Cs+], O. Yields the product COc1ccc(C2=C(c3ccc(OCc4ccc5ccccc5n4)cc3)C(=O)C(C)(C)O2)cc1. RXN SMILES: [Br:1][C:2]1=[C:6]([c:7]2[cH:8][cH:9][c:10]([O:13][CH3:14])[cH:11][cH:12]2)[O:5][C:4]([CH3:15])([CH3:16])[C:3]1=[O:17].[C:45](=[O:46])([O-:47])[O-:48].[CH3:18][C:19]1([CH3:20])[C:21]([CH3:22])([CH3:23])[O:24][B:25]([c:26]2[cH:27][cH:28][c:29]([O:30][CH2:31][c:32]3[n:33][c:34]4[cH:35][cH:36][cH:37][cH:38][c:39]4[cH:40][cH:41]3)[cH:42][cH:43]2)[O:44]1.[CH3:51][c:52]1[cH:53][cH:54][cH:55][cH:56][cH:57]1.[Cs+:49].[Cs+:50].[OH2:58]>>[C:2]1([c:26]2[cH:27][cH:28][c:29]([O:30][CH2:31][c:32]3[n:33][c:34]4[cH:35][cH:36][cH:37][cH:38][c:39]4[cH:40][cH:41]3)[cH:42][cH:43]2)=[C:6]([c:7]2[cH:8][cH:9][c:10]([O:13][CH3:14])[cH:11][cH:12]2)[O:5][C:4]([CH3:15])([CH3:16])[C:3]1=[O:17]. The reactants are C(C)(C1=CC(=C(C(=C1)CC1=CC=CC=C1)O)CC1=CC=CC=C1)C1=CC(=C(C(=C1)CC1=CC=CC=C1)O)CC1=CC=CC=C1 (4,4'-ethylidenebis(2,6-dibenzylphenol)), aqueous solution, C=O (formaldehyde), C(C)(C1=CC(=C(C(=C1)CC1=CC=CC=C1)O)CC1=CC=CC=C1)C1=CC(=C(C(=C1)CC1=CC=CC=C1)O)CC1=CC=CC=C1 (4,4'-ethylidenebis(2,6-dibenzylphenol)), [OH-].[K+] (KOH), C=O (formalin). Run in C(C)O (ethanol), C(C)O (ethanol), C(C)O (ethanol). Run at time 30 minute. Product: C(C1=CC=CC=C1)C1=C(C(=CC(=C1)CO)CC1=CC=CC=C1)O (2,6-dibenzyl-4-hydroxymethylphenol), crude orange solid. RXN SMILES: [CH:1]([C:24]1[CH:29]=[C:28](CC2C=CC=CC=2)[C:27](O)=[C:26]([CH2:38][C:39]2[CH:44]=[CH:43][CH:42]=[CH:41][CH:40]=2)[CH:25]=1)([C:3]1[CH:8]=[C:7](CC2C=CC=CC=2)[C:6](O)=[C:5](CC2C=CC=CC=2)[CH:4]=1)C.[CH2:45]=[O:46].[OH-:47].[K+]>C(O)C>[CH2:38]([C:26]1[CH:27]=[C:28]([CH2:45][OH:46])[CH:29]=[C:24]([CH2:1][C:3]2[CH:8]=[CH:7][CH:6]=[CH:5][CH:4]=2)[C:25]=1[OH:47])[C:39]1[CH:40]=[CH:41][CH:42]=[CH:43][CH:44]=1 |f:2.3|. Reported procedure: The desired alcohol was prepared by reaction of 2,6-dibenzylphenol with an equivalent of 37% aqueous solution of formaldehyde in ethanol. A solution of 6.85 grams of 2,6-dibenzylphenol in 5 mL ethanol was added to a solution of 1.65 grams 85% KOH in 5 mL ethanol and stirred for 30 minutes. About 1.91 mL of a 37% formalin solution was added dropwise at 25° C. and stirred overnight. The ethanol was removed from the purple solution by rotary evaporation and the residue was dissolved in methylene ch... Reactants: ClC1=C(C(=O)N[C@@H](C)C2(CN(C2)C(=O)OC(C)(C)C)C2=NC=CC=C2)C=CC(=C1)Cl (tert-butyl 3-{(1S)-1-[(2,4-dichlorobenzoyl)amino]ethyl}-3-pyridin-2-ylazetidine-1-carboxylate), Cl (HCl), solution. Solvent: O1CCOCC1 (dioxane). Run at time 2 hour. Yields the product Cl.ClC1=C(C(=O)N[C@@H](C)C2(CNC2)C2=NC=CC=C2)C=CC(=C1)Cl (2,4-dichloro-N-[(1S)-1-(3-pyridin-2-ylazetidin-3-yl)ethyl]benzamide hydrochloride). Isolated yield 227.6%. As a reaction SMILES: [Cl:1][C:2]1[CH:29]=[C:28]([Cl:30])[CH:27]=[CH:26][C:3]=1[C:4]([NH:6][C@H:7]([C:9]1([C:20]2[CH:25]=[CH:24][CH:23]=[CH:22][N:21]=2)[CH2:12][N:11](C(OC(C)(C)C)=O)[CH2:10]1)[CH3:8])=[O:5].Cl>O1CCOCC1>[ClH:1].[Cl:1][C:2]1[CH:29]=[C:28]([Cl:30])[CH:27]=[CH:26][C:3]=1[C:4]([NH:6][C@H:7]([C:9]1([C:20]2[CH:25]=[CH:24][CH:23]=[CH:22][N:21]=2)[CH2:12][NH:11][CH2:10]1)[CH3:8])=[O:5] |f:3.4|. Procedure: A sample of tert-butyl 3-{(1S)-1-[(2,4-dichlorobenzoyl)amino]ethyl}-3-pyridin-2-ylazetidine-1-carboxylate (I-4, 1.35 g, 3.5 mmol) was treated with HCl (40 mL of a 4.0 M solution in dioxane) and stirred at room temperature for 2 h before being concentrated under reduced pressure to afford 2,4-dichloro-N-[(1S)-1-(3-pyridin-2-ylazetidin-3-yl)ethyl]benzamide hydrochloride (1.54 g, 86%) which was used without further purification. A suspension of 2,4-dichloro-N-[(1S)-1-(3-pyridin-2-ylazetidin-3-yl)et...